From a dataset of the Open Reaction Database (ORD), a public repository of structured organic reaction records. describe an organic reaction: reactants, conditions, products, and yield Reactants: c1(ccccc1)CC[Zn]Br, [C-]#[N+]C(C)(C)C, C(c1ccc(cc1)Br)(C)(C)C. Reagents/catalysts: Cl (HCl), c1ccc(cc1)-c2c3ccccc3cc4ccccc24 (9-Phenylanthracene), CCC(C)(C)[O-].[Na+]   (NaOtPn), P(C1CCCC1)(c1ccccc1)c1ccccc1.P(C1CCCC1)(c1ccccc1)c1ccccc1.[Fe] (dppf), C(O[Pd]OC(C)=O)(C)=O (Pd(OAc)2). Solvent: CC1=CC=CC=C1 (Toluene). Reaction conditions: temperature 110 celsius, time 18 hour. The product is CC(C)(C)c1ccc(cc1)C(=O)C(=O)CCc2ccccc2. Reaction SMILES: [CH3:1][C:2]([c:5]1[cH:10][cH:9][c:8](Br)[cH:7][cH:6]1)([CH3:4])[CH3:3].Br[Zn][CH2:11][CH2:12][c:13]1[cH:18][cH:17][cH:16][cH:15][cH:14]1.[CH3:19][C:20]([N+]#[C-])(C)C>>[CH3:1][C:2]([c:5]1[cH:10][cH:9][c:8]([C:19]([C:20]([CH2:11][CH2:12][c:13]2[cH:18][cH:17][cH:16][cH:15][cH:14]2)=O)=O)[cH:7][cH:6]1)([CH3:4])[CH3:3]. The yield is 98.3%. Run in O1CCCC1 (tetrahydrofuran). Reaction conditions: time 12 hour. The reactants are FC1=CC=C(C=C1)N=C=O (4-Fluorophenyl isocyanate), FC(OC1=CC=C(C=C1)C1(CC1)N1CCC(CC1)ON)(F)F (O-(1-(1-(4-(trifluoromethoxy)phenyl)cyclopropyl)piperidin-4-yl)hydroxylamine). RXN SMILES: [F:1][C:2]1[CH:7]=[CH:6][C:5]([N:8]=[C:9]=[O:10])=[CH:4][CH:3]=1.[F:11][C:12]([F:32])([F:31])[O:13][C:14]1[CH:19]=[CH:18][C:17]([C:20]2([N:23]3[CH2:28][CH2:27][CH:26]([O:29][NH2:30])[CH2:25][CH2:24]3)[CH2:22][CH2:21]2)=[CH:16][CH:15]=1>O1CCCC1>[F:1][C:2]1[CH:7]=[CH:6][C:5]([NH:8][C:9]([NH:30][O:29][CH:26]2[CH2:27][CH2:28][N:23]([C:20]3([C:17]4[CH:18]=[CH:19][C:14]([O:13][C:12]([F:11])([F:31])[F:32])=[CH:15][CH:16]=4)[CH2:21][CH2:22]3)[CH2:24][CH2:25]2)=[O:10])=[CH:4][CH:3]=1. Product: FC1=CC=C(C=C1)NC(=O)NOC1CCN(CC1)C1(CC1)C1=CC=C(C=C1)OC(F)(F)F (1-(4-fluorophenyl)-3-(1-(1-(4-(trifluoromethoxy)phenyl)cyclopropyl)piperidin-4-yloxy)urea). Procedure details: 4-Fluorophenyl isocyanate (0.062 ml, 0.546 mmol) was added to a solution of O-(1-(1-(4-(trifluoromethoxy)phenyl)cyclopropyl)piperidin-4-yl)hydroxylamine (157 mg, 0.496 mmol) in tetrahydrofuran (5 ml) and the whole was stirred at room temperature for 12 hours. The reaction mixture was concentrated in vacuo and the residue was purified by column chromatography (ethyl acetate/hexane: 25/75 to 45/55) to give 1-(4-fluorophenyl)-3-(1-(1-(4-(trifluoromethoxy)phenyl)cyclopropyl)piperidin-4-yloxy)urea (2... Starting materials: C(C1=CC=CC=C1)O (benzyl alcohol), CC(C)([O-])C.[K+] (potassium tert-butoxide), BrC1=NC(=CC=C1Cl)F (2-bromo-3-chloro-6-fluoropyridine). Solvent: O1CCCC1 (tetrahydrofuran), O1CCCC1 (tetrahydrofuran), C(C)(=O)OCC (ethyl acetate), O (water). Run at temperature 0 celsius, time 2 hour. The product is C(C1=CC=CC=C1)OC1=CC=C(C(=N1)Br)Cl (6-(benzyloxy)-2-bromo-3-chloropyridine). RXN SMILES: [CH2:1]([OH:8])[C:2]1[CH:7]=[CH:6][CH:5]=[CH:4][CH:3]=1.CC(C)([O-])C.[K+].[Br:15][C:16]1[C:21]([Cl:22])=[CH:20][CH:19]=[C:18](F)[N:17]=1>O1CCCC1.C(OCC)(=O)C.O>[CH2:1]([O:8][C:18]1[N:17]=[C:16]([Br:15])[C:21]([Cl:22])=[CH:20][CH:19]=1)[C:2]1[CH:7]=[CH:6][CH:5]=[CH:4][CH:3]=1 |f:1.2|. Procedure: To a solution of benzyl alcohol (55.5 mg, 0.513 mmol) in tetrahydrofuran (5 mL) at 0° C. was added potassium tert-butoxide (57.6 mg, 0.513 mmol) and the mixture was stirred at 0° C. for 2 hours. The mixture was cooled to −78° C. and a solution of 2-bromo-3-chloro-6-fluoropyridine (120 mg, 0.570 mmol) in 2 mL tetrahydrofuran was added. After stirring at −78° C. for 1 hour the mixture was diluted with ethyl acetate and water. The organic layer was separated, washed with water and brine, dried over... The reactants are ClC=1N=NC(=CC1)C=1C=C(C=CC1)C (3-chloro-6-(m-tolyl)pyridazine), C(=O)NN (formylhydrazine), C(CCC)O (n-butanol). The solvent is C(Cl)(Cl)Cl.CCCCCC (CHCl3 hexane). The product is C1(=CC(=CC=C1)C=1C=CC=2N(N1)C=NN2)C (6-(m-tolyl)-1,2,4-triazolo [4,3-b]pyridazine). As a reaction SMILES: Cl[C:2]1[N:3]=[N:4][C:5]([C:8]2[CH:9]=[C:10]([CH3:14])[CH:11]=[CH:12][CH:13]=2)=[CH:6][CH:7]=1.[CH:15]([NH:17][NH2:18])=O.C(O)CCC>C(Cl)(Cl)Cl.CCCCCC>[C:10]1([CH3:14])[CH:11]=[CH:12][CH:13]=[C:8]([C:5]2[CH:6]=[CH:7][C:2]3[N:3]([CH:15]=[N:17][N:18]=3)[N:4]=2)[CH:9]=1 |f:3.4|. Procedure details: A mixture of 6.0 g of 3-chloro-6-(m-tolyl)pyridazine and 3.52 g of formylhydrazine in 100 ml. of n-butanol is refluxed for 48 hrs. and worked up as in Example 35 to give 2.0 g. of white crystals (from CHCl3 -hexane), m.p. 164°-166° C. The reactants are BrCCCBr, O=C([O-])[O-], CC#N, [Cs+], [Cs+], Oc1ccc(-c2ccccc2)cc1. The product is BrCCCOc1ccc(-c2ccccc2)cc1. Reaction SMILES: [Br:14][CH2:15][CH2:16][CH2:17][Br:18].[C:19](=[O:20])([O-:21])[O-:22].[CH3:25][C:26]#[N:27].[Cs+:23].[Cs+:24].[c:1]1(-[c:8]2[cH:9][cH:10][cH:11][cH:12][cH:13]2)[cH:2][cH:3][c:4]([OH:7])[cH:5][cH:6]1>>[c:1]1(-[c:8]2[cH:9][cH:10][cH:11][cH:12][cH:13]2)[cH:2][cH:3][c:4]([O:7][CH2:17][CH2:16][CH2:15][Br:14])[cH:5][cH:6]1. Starting materials: ClCCCC(=O)C1=CC=C(C=C1)O (p-(4-Chlorobutyryl)phenol), C(C1=CC=CC=C1)(=O)NC1CCNCC1 (4-benzamidopiperidine). The solvent is CN(C=O)C (dimethylformamide). Reaction conditions: time 8 hour. Product: Cl.C(C1=CC=CC=C1)(=O)NC1CCN(CC1)CCCC(=O)C1=CC=C(C=C1)O (4-benzamido-1-[4-(4-hydroxyphenyl)-4-oxobutyl]piperidine hydrochloride). The yield is 16.0%. RXN SMILES: [Cl:1][CH2:2][CH2:3][CH2:4][C:5]([C:7]1[CH:12]=[CH:11][C:10]([OH:13])=[CH:9][CH:8]=1)=[O:6].[C:14]([NH:22][CH:23]1[CH2:28][CH2:27][NH:26][CH2:25][CH2:24]1)(=[O:21])[C:15]1[CH:20]=[CH:19][CH:18]=[CH:17][CH:16]=1>CN(C)C=O>[ClH:1].[C:14]([NH:22][CH:23]1[CH2:28][CH2:27][N:26]([CH2:2][CH2:3][CH2:4][C:5]([C:7]2[CH:12]=[CH:11][C:10]([OH:13])=[CH:9][CH:8]=2)=[O:6])[CH2:25][CH2:24]1)(=[O:21])[C:15]1[CH:16]=[CH:17][CH:18]=[CH:19][CH:20]=1 |f:3.4|. Procedure details: p-(4-Chlorobutyryl)phenol (130 g 4-benzamidopiperidine (134 g) triethylamine (70 g.) and dimethylformamide were stirred at 60° C for 2 days allowed to stand overnight then filtered. The filtrate was diluted with a large volume of diethyl ether whereupon an oil precipitatedwhich crystallised after being allowed to stand. This precipitate was filtered off, washed with diethyl ether then water, dried and converted tothe hydrochloride using hydrogen chloride gas dissolved in a mixture of isopropyl a...